The task is: describe an organic reaction: reactants, conditions, products, and yield. This data is from the Open Reaction Database (ORD), a public repository of structured organic reaction records. The reactants are C([O-])(O)=O.[Na+] (sodium bicarbonate), CO (methanol), N1C(NC2=C1C=CC=C2)=C(C(=O)C2=CC(=CC=C2)[C@H]2OC(OC2)(C)C)C(=O)C2=CC(=CC=C2)F (2-(1,3-dihydro-2H-benzimidazol-2-ylidene)-1-{3-[(4R)-2,2-dimethyl-1,3-dioxolan-4-yl]phenyl}-3-(3-fluorophenyl)propane-1,3-dione), O.C1(=CC=C(C=C1)S(=O)(=O)O)C (p-toluenesulfonic acid monohydrate). The solvent is O (water). Conditions: time 18 hour. Product: N1C(NC2=C1C=CC=C2)=C(C(=O)C2=CC(=CC=C2)[C@H](CO)O)C(=O)C2=CC(=CC=C2)F (2-(1,3-dihydro-2H-benzimidazol-2-ylidene)-1-{3-[(1R)-1,2-dihydroxyethyl]phenyl}-3-(3-fluorophenyl)propane-1,3-dione). Yield: 41.7%. As a reaction SMILES: CO.[NH:3]1[C:7]2[CH:8]=[CH:9][CH:10]=[CH:11][C:6]=2[NH:5][C:4]1=[C:12]([C:28]([C:30]1[CH:35]=[CH:34][CH:33]=[C:32]([F:36])[CH:31]=1)=[O:29])[C:13]([C:15]1[CH:20]=[CH:19][CH:18]=[C:17]([C@@H:21]2[CH2:25][O:24]C(C)(C)[O:22]2)[CH:16]=1)=[O:14].O.C1(C)C=CC(S(O)(=O)=O)=CC=1.C(=O)(O)[O-].[Na+]>O>[NH:3]1[C:7]2[CH:8]=[CH:9][CH:10]=[CH:11][C:6]=2[NH:5][C:4]1=[C:12]([C:28]([C:30]1[CH:35]=[CH:34][CH:33]=[C:32]([F:36])[CH:31]=1)=[O:29])[C:13]([C:15]1[CH:20]=[CH:19][CH:18]=[C:17]([C@@H:21]([OH:22])[CH2:25][OH:24])[CH:16]=1)=[O:14] |f:2.3,4.5|. Reported procedure: A 20 ml portion of methanol solution containing 1.68 g of 2-(1,3-dihydro-2H-benzimidazol-2-ylidene)-1-{3-[(4R)-2,2-dimethyl-1,3-dioxolan-4-yl]phenyl}-3-(3-fluorophenyl)propane-1,3-dione was mixed with 560 mg of p-toluenesulfonic acid monohydrate and stirred at room temperature for 18 hours. This was mixed with appropriate amounts of purified water and saturated sodium bicarbonate aqueous solution, extracted with ethyl acetate and dried with anhydrous magnesium sulfate. After concentration, the t...